From a dataset of the Open Reaction Database (ORD), a public repository of structured organic reaction records. describe an organic reaction: reactants, conditions, products, and yield Starting materials: C1CCOC1, OCC1CCCCC1, O, CSc1snc(O)c1C#N, c1ccc(P(c2ccccc2)c2ccccn2)cc1. Product: CSc1snc(OCC2CCCCC2)c1C#N. RXN SMILES: [CH2:38]1[O:39][CH2:40][CH2:41][CH2:42]1.[CH:11]1([CH2:17][OH:18])[CH2:12][CH2:13][CH2:14][CH2:15][CH2:16]1.[OH2:43].[OH:1][c:2]1[n:3][s:4][c:5]([S:9][CH3:10])[c:6]1[C:7]#[N:8].[c:19]1([P:20]([c:21]2[cH:22][cH:23][cH:24][cH:25][cH:26]2)[c:27]2[cH:28][cH:29][cH:30][cH:31][n:32]2)[cH:33][cH:34][cH:35][cH:36][cH:37]1>>[O:1]([c:2]1[n:3][s:4][c:5]([S:9][CH3:10])[c:6]1[C:7]#[N:8])[CH2:17][CH:11]1[CH2:12][CH2:13][CH2:14][CH2:15][CH2:16]1. Reactants: N1CCC(CC1)COC1=NOC2=C1C(=CC=C2)OC2CCOCC2 (3-(Piperidin-4-ylmethoxy)-4-(tetrahydro-2H-pyran-4-yloxy)-1,2-benzisoxazole), C(=O)[C@@H]1CC[C@H](CC1)C(=O)OC (methyl trans-4-formylcyclohexanecarboxylate), C(=O)C1(CCC1)C(=O)OC (methyl 1-formylcyclobutanecarboxylate). The product is O1CCC(CC1)OC1=CC=CC2=C1C(=NO2)OCC2CCN(CC2)C[C@@H]2CC[C@H](CC2)C(=O)OC (Methyl trans-4-{[4-({[4-(tetrahydro-2H-pyran-4-yloxy)-1,2-benzisoxazol-3-yl]oxy}methyl)piperidin-1-yl]methyl}cyclohexanecarboxylate). RXN SMILES: [NH:1]1[CH2:6][CH2:5][CH:4]([CH2:7][O:8][C:9]2[C:13]3[C:14]([O:18][CH:19]4[CH2:24][CH2:23][O:22][CH2:21][CH2:20]4)=[CH:15][CH:16]=[CH:17][C:12]=3[O:11][N:10]=2)[CH2:3][CH2:2]1.[CH:25]([C@H:27]1[CH2:32][CH2:31][C@H:30]([C:33]([O:35][CH3:36])=[O:34])[CH2:29][CH2:28]1)=O.C(C1(C(OC)=O)CCC1)=O>>[O:22]1[CH2:23][CH2:24][CH:19]([O:18][C:14]2[C:13]3[C:9]([O:8][CH2:7][CH:4]4[CH2:3][CH2:2][N:1]([CH2:25][C@H:27]5[CH2:28][CH2:29][C@H:30]([C:33]([O:35][CH3:36])=[O:34])[CH2:31][CH2:32]5)[CH2:6][CH2:5]4)=[N:10][O:11][C:12]=3[CH:17]=[CH:16][CH:15]=2)[CH2:20][CH2:21]1. Procedure details: The title compound was prepared according to the procedure described in Step 3 of EXAMPLE 2 using 3-(piperidin-4-ylmethoxy)-4-(tetrahydro-2H-pyran-4-yloxy)-1,2-benzisoxazole (EXAMPLE 27, Step 1) and methyl trans-4-formylcyclohexanecarboxylate (JP 49-48639) instead of 3-(piperidin-4-ylmethoxy)-4-(2,2,2-trifluoroethoxy)-1,2-benzisoxazole and methyl 1-formylcyclobutanecarboxylate. The reactants are C(CCC)C1=NC2=C(N1CC1=CC=C(C=C1)C1=C(C=CC=C1)C1=NN=NN1C(C1=CC=CC=C1)(C1=CC=CC=C1)C1=CC=CC=C1)C=C(C=C2)N(C(=O)NC)CCCCC (4'-[[2-n-butyl-6-(N-methylaminocarbonyl-n-pentylamino)-benzimidazol-1-yl]methyl]-2-(1-triphenylmethyl-tetrazol-5-yl)-biphenyl), Cl (hydrochloric acid). Product: C(CCC)C1=NC2=C(N1CC1=CC=C(C=C1)C1=C(C=CC=C1)C1=NN=NN1)C=C(C=C2)N(C(=O)NC)CCCCC (4'-[[2-n-Butyl-6-(N-methylaminocarbonyl-n-pentylamino)-benzimidazol-1-yl]methyl]-2-(1H-tetrazol-5-yl)-biphenyl). Solvent: C(C)O (ethanol). Reported procedure: Prepared analogously to Example 55 from 4'-[[2-n-butyl-6-(N-methylaminocarbonyl-n-pentylamino)-benzimidazol-1-yl]methyl]-2-(1-triphenylmethyl-tetrazol-5-yl)-biphenyl and hydrochloric acid in ethanol. Reaction SMILES: [CH2:1]([C:5]1[N:9]([CH2:10][C:11]2[CH:16]=[CH:15][C:14]([C:17]3[CH:22]=[CH:21][CH:20]=[CH:19][C:18]=3[C:23]3[N:27](C(C4C=CC=CC=4)(C4C=CC=CC=4)C4C=CC=CC=4)[N:26]=[N:25][N:24]=3)=[CH:13][CH:12]=2)[C:8]2[CH:47]=[C:48]([N:51]([CH2:56][CH2:57][CH2:58][CH2:59][CH3:60])[C:52]([NH:54][CH3:55])=[O:53])[CH:49]=[CH:50][C:7]=2[N:6]=1)[CH2:2][CH2:3][CH3:4].Cl>C(O)C>[CH2:1]([C:5]1[N:9]([CH2:10][C:11]2[CH:12]=[CH:13][C:14]([C:17]3[CH:22]=[CH:21][CH:20]=[CH:19][C:18]=3[C:23]3[NH:27][N:26]=[N:25][N:24]=3)=[CH:15][CH:16]=2)[C:8]2[CH:47]=[C:48]([N:51]([CH2:56][CH2:57][CH2:58][CH2:59][CH3:60])[C:52]([NH:54][CH3:55])=[O:53])[CH:49]=[CH:50][C:7]=2[N:6]=1)[CH2:2][CH2:3][CH3:4]. Starting materials: ClC1=C(C=C2C(C(=CN(C2=C1)NC=O)C(=O)OCC)=O)F (ethyl 7-chloro-6-fluoro-1-(formylamino)-1,4-dihydro-4-oxo-3-quinolinecarboxylate), C([O-])([O-])=O.[K+].[K+] (potassium carbonate), CN(C=O)C (dimethylformamide), CI (Methyl iodide). Reaction conditions: temperature 25 celsius, time 90 minute. Product: ClC1=C(C(=C2C(C(=CNC2=C1)C(=O)OCC)=O)NCC=O)F (ethyl 7-chloro-6-fluoro-1,4-dihydro-5-[(formyl)methylamino]-4-oxo-3-quinolinecarboxylate). Reaction SMILES: [Cl:1][C:2]1[CH:11]=[C:10]2[C:5]([C:6](=[O:20])[C:7]([C:15]([O:17][CH2:18][CH3:19])=[O:16])=[CH:8][N:9]2NC=O)=[CH:4][C:3]=1[F:21].[C:22](=[O:25])([O-])[O-].[K+].[K+].CI.[CH3:30][N:31](C)C=O>>[Cl:1][C:2]1[CH:11]=[C:10]2[C:5]([C:6](=[O:20])[C:7]([C:15]([O:17][CH2:18][CH3:19])=[O:16])=[CH:8][NH:9]2)=[C:4]([NH:31][CH2:30][CH:22]=[O:25])[C:3]=1[F:21] |f:1.2.3|. Procedure: A mixture of 14.65 g (0.047 mole) of ethyl 7-chloro-6-fluoro-1-(formylamino)-1,4-dihydro-4-oxo-3-quinolinecarboxylate (Preparation 2), 12.9 g (0.094 mole) of potassium carbonate and 200 ml of dimethylformamide was stirred at 25° C. for 90 minutes. Methyl iodide (20.0 g, 0.141 mole) was then added and the reaction mixture was stirred at room temperature for 90 minutes. The dimethylformamide was removed in high vacuum at 50° C., and the residue was partitioned between 250 ml of water and 500 ml of...